Task: describe an organic reaction: reactants, conditions, products, and yield. Dataset: the Open Reaction Database (ORD), a public repository of structured organic reaction records The reactants are OCC1=CC=C(C=N1)B(O)O ((6-(hydroxymethyl)pyridin-3-yl)boronic acid), ClC(C(=O)N1C(O[C@@H]([C@H]1CF)C1=CC=C(C=C1)I)(C)C)Cl (2,2-dichloro-1-((4S,5R)-4-(fluoromethyl)-5-(4-iodophenyl)-2,2-dimethyloxazolidin-3-yl)ethanone), C(=O)([O-])[O-].[Cs+].[Cs+] (Cs2CO3). The reagents and catalysts are C=1C=CC(=CC1)[P](C=2C=CC=CC2)(C=3C=CC=CC3)[Pd]([P](C=4C=CC=CC4)(C=5C=CC=CC5)C=6C=CC=CC6)([P](C=7C=CC=CC7)(C=8C=CC=CC8)C=9C=CC=CC9)[P](C=1C=CC=CC1)(C=1C=CC=CC1)C=1C=CC=CC1 (Pd(PPh3)4). The solvent is O1CCOCC1 (dioxane), O (water), O (water). Conditions: temperature 80 celsius. Product: ClC(C(=O)N1C(O[C@@H]([C@H]1CF)C1=CC=C(C=C1)C=1C=NC(=CC1)CO)(C)C)Cl (2,2-dichloro-1-((4S,5R)-4-(fluoromethyl)-5-(4-(6-(hydroxymethyl)pyridin-3-yl)phenyl)-2,2-dimethyloxazolidin-3-yl)ethanone). The yield is 41.8%. Reaction SMILES: [OH:1][CH2:2][C:3]1[N:8]=[CH:7][C:6](B(O)O)=[CH:5][CH:4]=1.[Cl:12][CH:13]([Cl:32])[C:14]([N:16]1[C@H:20]([CH2:21][F:22])[C@@H:19]([C:23]2[CH:28]=[CH:27][C:26](I)=[CH:25][CH:24]=2)[O:18][C:17]1([CH3:31])[CH3:30])=[O:15].C([O-])([O-])=O.[Cs+].[Cs+]>O1CCOCC1.O.C1C=CC([P]([Pd]([P](C2C=CC=CC=2)(C2C=CC=CC=2)C2C=CC=CC=2)([P](C2C=CC=CC=2)(C2C=CC=CC=2)C2C=CC=CC=2)[P](C2C=CC=CC=2)(C2C=CC=CC=2)C2C=CC=CC=2)(C2C=CC=CC=2)C2C=CC=CC=2)=CC=1>[Cl:32][CH:13]([Cl:12])[C:14]([N:16]1[C@H:20]([CH2:21][F:22])[C@@H:19]([C:23]2[CH:28]=[CH:27][C:26]([C:6]3[CH:7]=[N:8][C:3]([CH2:2][OH:1])=[CH:4][CH:5]=3)=[CH:25][CH:24]=2)[O:18][C:17]1([CH3:30])[CH3:31])=[O:15] |f:2.3.4,^1:49,51,70,89|. Reported procedure: A mixture of commercially available (6-(hydroxymethyl)pyridin-3-yl)boronic acid (1.020 g, 5.38 mmol), 2,2-dichloro-1-((4S,5R)-4-(fluoromethyl)-5-(4-iodophenyl)-2,2-dimethyloxazolidin-3-yl)ethanone (2.0 g mg, 4.48 mmol), Cs2CO3 (4.38 g, 13.4 mmol) in dioxane (40 mL) and water (25 mL) is bubbled with nitrogen gas for 2 minutes. To this mixture is added Pd(PPh3)4 (518 mg, 0.44 mmol) and the resulting reaction mixture heated to 80° C. in microwave reactor for 6 hours. The reaction is diluted with wa...